From a dataset of the Open Reaction Database (ORD), a public repository of structured organic reaction records. describe an organic reaction: reactants, conditions, products, and yield Reactants: NC=1C(=CC2=C(NC3=CC=CC=C23)N1)C(=O)N (2-amino-9H-pyrido[2,3-b]indole-3-carboxamide), C([O-])([O-])=O.[Cs+].[Cs+] (cesium carbonate), IC1CN(C1)C(=O)OC(C)(C)C (tert-butyl 3-iodoazetidine-1-carboxylate). The solvent is CN(C=O)C (N,N-dimethylformamide). Conditions: temperature 150 celsius. Yields the product NC=1C(=CC2=C(N(C3=CC=CC=C23)C2CN(C2)C(=O)OC(C)(C)C)N1)C(=O)N (tert-butyl 3-[2-amino-3-(aminocarbonyl)-9H-pyrido[2,3-b]indol-9-yl]azetidine-1-carboxylate). Yield: 69.0%. As a reaction SMILES: [NH2:1][C:2]1[C:3]([C:15]([NH2:17])=[O:16])=[CH:4][C:5]2[C:13]3[C:8](=[CH:9][CH:10]=[CH:11][CH:12]=3)[NH:7][C:6]=2[N:14]=1.C(=O)([O-])[O-].[Cs+].[Cs+].I[CH:25]1[CH2:28][N:27]([C:29]([O:31][C:32]([CH3:35])([CH3:34])[CH3:33])=[O:30])[CH2:26]1>CN(C)C=O>[NH2:1][C:2]1[C:3]([C:15]([NH2:17])=[O:16])=[CH:4][C:5]2[C:13]3[C:8](=[CH:9][CH:10]=[CH:11][CH:12]=3)[N:7]([CH:25]3[CH2:26][N:27]([C:29]([O:31][C:32]([CH3:35])([CH3:34])[CH3:33])=[O:30])[CH2:28]3)[C:6]=2[N:14]=1 |f:1.2.3|. Procedure: To a stirred solution of 2-amino-9H-pyrido[2,3-b]indole-3-carboxamide (5, 44 mg, 0.19 mmol) in N,N-dimethylformamide (4.4 mL) was added powdered cesium carbonate (130 mg, 0.39 mmol), and tert-butyl 3-iodoazetidine-1-carboxylate (Harris, L. J., et al. European Patent Application 1176142, 2002; 0.11 g, 0.39 mmol). The mixture was heated in a microwave at 150° C. for 30 min, concentrated and purified by silica gel chromatography (12 g silica, methylene chloride to 90/10 methylene chloride/methanol ... As a reaction SMILES: [CH3:1][NH:2][CH2:3][C:4]1[CH:9]=[CH:8][CH:7]=[CH:6][CH:5]=1.Cl[C:11]1[C:12]([N+:17]([O-:19])=[O:18])=[N:13][CH:14]=[CH:15][CH:16]=1>>[CH2:3]([N:2]([CH3:1])[C:11]1[C:12]([N+:17]([O-:19])=[O:18])=[N:13][CH:14]=[CH:15][CH:16]=1)[C:4]1[CH:9]=[CH:8][CH:7]=[CH:6][CH:5]=1. Procedure details: The mixture of N-methylbenzylamine (6.085 mL), TEA (13.19 mL) and 3-chloro-2-nitropyridine (5 g) was stirred at 60° C. under N2 overnight. The reaction mixture was concentrated in vacuo. The residue was purified by column chromatography (silica gel, eluted with 0%-30% EtOAc in hexane) to give N-benzyl-N-methyl-2-nitropyridin-3-amine (2.6 g) as dark yellow oil. The product is C(C1=CC=CC=C1)N(C=1C(=NC=CC1)[N+](=O)[O-])C (N-benzyl-N-methyl-2-nitropyridin-3-amine). Reaction conditions: temperature 60 celsius, time 8 hour. The reactants are CNCC1=CC=CC=C1 (N-methylbenzylamine), TEA, ClC=1C(=NC=CC1)[N+](=O)[O-] (3-chloro-2-nitropyridine). RXN SMILES: [C:1](#[N:2])[c:3]1[cH:4][cH:5][c:6]([NH2:7])[cH:8][cH:9]1.[Cl:11][C:12]([Cl:13])=[S:14].[ClH:10].[OH2:15]>>[C:1](#[N:2])[c:3]1[cH:4][cH:5][c:6]([N:7]=[C:12]=[S:14])[cH:8][cH:9]1. Yields the product N#Cc1ccc(N=C=S)cc1. Reactants: N#Cc1ccc(N)cc1, S=C(Cl)Cl, Cl, O. The reactants are [Li+].[OH-] (LiOH), COC(=O)C1=C(OC2=C1C=C(C=C2)Br)C (5-bromo-2-methyl-benzofuran-3-carboxylic acid methyl ester), Cl (hydrochlorid). Run in C1CCOC1 (THF). The product is BrC=1C=CC2=C(C(=C(O2)C)C(=O)O)C1 (5-Bromo-methyl-benzofuran-3-carboxylic acid). Reaction SMILES: C[O:2][C:3]([C:5]1[C:9]2[CH:10]=[C:11]([Br:14])[CH:12]=[CH:13][C:8]=2[O:7][C:6]=1[CH3:15])=[O:4].[Li+].[OH-].Cl>C1COCC1>[Br:14][C:11]1[CH:12]=[CH:13][C:8]2[O:7][C:6]([CH3:15])=[C:5]([C:3]([OH:4])=[O:2])[C:9]=2[CH:10]=1 |f:1.2|. Procedure: 350 mg (1.30 mmol) 5-bromo-2-methyl-benzofuran-3-carboxylic acid methyl ester was dissolved in 10 mL THF and treated with 5.0 mL 1 M aqueous LiOH solution at 60° C. for 12 h. The reaction mixture was acidified with 1 M aqueous hydrochlorid acid. The precipitate was filtered off, washed with water and dried. Reactants: CCO, Cl, O=C1c2ccccc2C(=O)N1C1CC2CC1CC2(F)F, NN. Product: Cl, NC1CC2CC1CC2(F)F. As a reaction SMILES: [CH3:24][CH2:25][OH:26].[ClH:23].[F:1][C:2]1([F:20])[CH:3]2[CH2:4][CH:5]([N:9]3[C:10](=[O:11])[c:12]4[c:13]([cH:14][cH:15][cH:16][cH:17]4)[C:18]3=[O:19])[CH:6]([CH2:7]1)[CH2:8]2.[NH2:21][NH2:22]>>[ClH:23].[F:1][C:2]1([F:20])[CH:3]2[CH2:4][CH:5]([NH2:9])[CH:6]([CH2:7]1)[CH2:8]2. The reactants are N[C@H](CN1N=C(C=C1)C1=CC(=C(C#N)C=C1)Cl)C ((S)-4-(1-(2-aminopropyl)-1H-pyrazol-3-yl)-2-chlorobenzonitrile), N1=CNC2=NC(=CC=C21)C(=O)O (3H-imidazo[4,5-b]pyridine-5-carboxylic acid), CCN(C(C)C)C(C)C (DIPEA), C1=CC=C2C(=C1)N=NN2O.O (HOBt hydrate), CCN=C=NCCCN(C)C (EDCI). The product is ClC=1C=C(C=CC1C#N)C1=NN(C=C1)C[C@H](C)NC(=O)C1=CC=C2C(=N1)NC=N2 ((S)—N-(1-(3-(3-chloro-4-cyanophenyl)-1H-pyrazol-1-yl)propan-2-yl)-3H-imidazo[4,5-b]pyridine-5-carboxamide). The yield is 83.4%. As a reaction SMILES: [NH2:1][C@@H:2]([CH3:18])[CH2:3][N:4]1[CH:8]=[CH:7][C:6]([C:9]2[CH:16]=[CH:15][C:12]([C:13]#[N:14])=[C:11]([Cl:17])[CH:10]=2)=[N:5]1.[N:19]1[C:27]2[C:22](=[N:23][C:24]([C:28](O)=[O:29])=[CH:25][CH:26]=2)[NH:21][CH:20]=1.CCN(C(C)C)C(C)C.C1C=C2N=NN(O)C2=CC=1.O.CCN=C=NCCCN(C)C>>[Cl:17][C:11]1[CH:10]=[C:9]([C:6]2[CH:7]=[CH:8][N:4]([CH2:3][C@@H:2]([NH:1][C:28]([C:24]3[N:23]=[C:22]4[NH:21][CH:20]=[N:19][C:27]4=[CH:26][CH:25]=3)=[O:29])[CH3:18])[N:5]=2)[CH:16]=[CH:15][C:12]=1[C:13]#[N:14] |f:3.4|. Procedure: The title compound was prepared from (S)-4-(1-(2-aminopropyl)-1H-pyrazol-3-yl)-2-chlorobenzonitrile (0.063 g, 0.384 mmol), 3H-imidazo[4,5-b]pyridine-5-carboxylic acid (0.100 g, 0.384 mmol), DIPEA (0.200 ml, 1.151 mmol), HOBt hydrate (0.088 g, 0.575 mmol) and EDCI (0.110 g, 0.575 mmol) using the method of Example 274 affording 0.130 g of the title compound. 1H-NMR (400 MHz; d6-DMSO): δ 1.17 (d, 3H), 4.45 (m, 3H), 6.93 (d, 1H), 7.99 (m, 6H), 8.64 (s, 1H), 8.99 (d, 1H). Starting materials: C(#N)C1=CC=C(C=C1)CCC(CC1=CC=C(C(=O)OC)C=C1)\C=C\C1=C(C=CC=C1)O (methyl 4-[(3E)-2-[2-(4-cyanophenyl)ethyl]-4-(2-hydroxyphenyl)but-3-en-1-yl]benzoate), C([O-])([O-])=O.[K+].[K+] (potassium carbonate), FC(CCCCBr)(F)F (1,1,1-trifluoro-5-bromopentane). The solvent is C(C)#N (acetonitrile). The product is C(#N)C1=CC=C(C=C1)CCC(CC1=CC=C(C(=O)OC)C=C1)\C=C\C1=C(C=CC=C1)OCCCCC(F)(F)F (Methyl 4-[(3E)-2-[2-(4-cyanophenyl)ethyl]-4-{2-[(5,5,5-trifluoropentyl)oxy]phenyl}but-3-en-1-yl]benzoate). RXN SMILES: [C:1]([C:3]1[CH:8]=[CH:7][C:6]([CH2:9][CH2:10][CH:11](/[CH:23]=[CH:24]/[C:25]2[CH:30]=[CH:29][CH:28]=[CH:27][C:26]=2[OH:31])[CH2:12][C:13]2[CH:22]=[CH:21][C:16]([C:17]([O:19][CH3:20])=[O:18])=[CH:15][CH:14]=2)=[CH:5][CH:4]=1)#[N:2].C(=O)([O-])[O-].[K+].[K+].[F:38][C:39]([F:46])([F:45])[CH2:40][CH2:41][CH2:42][CH2:43]Br>C(#N)C>[C:1]([C:3]1[CH:8]=[CH:7][C:6]([CH2:9][CH2:10][CH:11](/[CH:23]=[CH:24]/[C:25]2[CH:30]=[CH:29][CH:28]=[CH:27][C:26]=2[O:31][CH2:43][CH2:42][CH2:41][CH2:40][C:39]([F:46])([F:45])[F:38])[CH2:12][C:13]2[CH:14]=[CH:15][C:16]([C:17]([O:19][CH3:20])=[O:18])=[CH:21][CH:22]=2)=[CH:5][CH:4]=1)#[N:2] |f:1.2.3|. Procedure details: A solution of 200 mg (0.486 mmol) of methyl 4-[(3E)-2-[2-(4-cyanophenyl)ethyl]-4-(2-hydroxyphenyl)but-3-en-1-yl]benzoate in 10 ml of acetonitrile is mixed with 101 mg (0.73 mmol) of potassium carbonate and 149 mg (0.73 mmol) of 1,1,1-trifluoro-5-bromopentane [CAS Reg. No. 54932-74-00] and stirred under reflux for 12 h. After conversion is complete, the salts are filtered off and the mother liquor is evaporated. 205 mg (0.28 mmol, 79% of theory) of the title compound are obtained.